This data is from the Open Reaction Database (ORD), a public repository of structured organic reaction records. The task is: describe an organic reaction: reactants, conditions, products, and yield Starting materials: BrB(Br)Br, COc1ccc2c(Oc3ccc(C=CC(=O)O)cc3)c(-c3ccccc3)c(CCC(F)(F)F)cc2c1, ClCCl. Yields the product O=C(O)C=Cc1ccc(Oc2c(-c3ccccc3)c(CCC(F)(F)F)cc3cc(O)ccc23)cc1. Reaction SMILES: [B:37]([Br:38])([Br:39])[Br:40].[CH3:1][O:2][c:3]1[cH:4][c:5]2[cH:6][c:7]([CH2:31][CH2:32][C:33]([F:34])([F:35])[F:36])[c:8](-[c:25]3[cH:26][cH:27][cH:28][cH:29][cH:30]3)[c:9]([O:13][c:14]3[cH:15][cH:16][c:17]([CH:20]=[CH:21][C:22](=[O:23])[OH:24])[cH:18][cH:19]3)[c:10]2[cH:11][cH:12]1.[Cl:41][CH2:42][Cl:43]>>[OH:2][c:3]1[cH:4][c:5]2[cH:6][c:7]([CH2:31][CH2:32][C:33]([F:34])([F:35])[F:36])[c:8](-[c:25]3[cH:26][cH:27][cH:28][cH:29][cH:30]3)[c:9]([O:13][c:14]3[cH:15][cH:16][c:17]([CH:20]=[CH:21][C:22](=[O:23])[OH:24])[cH:18][cH:19]3)[c:10]2[cH:11][cH:12]1. The reactants are B(O)(O)O (boric acid), C([C@H]([C@H]([C@@H]([C@H]([C@H](C(=O)[O-])O)O)O)O)O)O.[Na+] (sodium glucoheptonate). The solvent is O (water), O (water). Conditions: temperature 25 celsius. The product is diboron ester, C([C@H]([C@H]([C@@H]([C@H]([C@H](C(=O)O)O)O)O)O)O)O (glucoheptonic acid). As a reaction SMILES: B(O)(O)O.[CH2:5]([OH:19])[C@@H:6]([OH:18])[C@@H:7]([OH:17])[C@H:8]([OH:16])[C@@H:9]([OH:15])[C@@H:10]([OH:14])[C:11]([O-:13])=[O:12].[Na+]>O>[CH2:5]([OH:19])[C@@H:6]([OH:18])[C@@H:7]([OH:17])[C@H:8]([OH:16])[C@@H:9]([OH:15])[C@@H:10]([OH:14])[C:11]([OH:13])=[O:12] |f:1.2|. Reported procedure: The diboron ester of glucoheptonic acid was prepared as follows: Approximately 124 grams (2 mols) of boric acid and 248 grams (1 mol) of sodium glucoheptonate were charged to an esterification vessel containing about 600 milliliters of water as a solvent. With stirring, the temperature was maintained at about 25° C. for approximately 30 minutes. The mixture was thereafter diluted to a final volume of one liter with additional water. Starting materials: COC(=O)CC(O)c1cccc(C#N)c1, ClCCl. Yields the product COC(=O)CC(=O)c1cccc(C#N)c1. Reaction SMILES: [C:1](#[N:2])[c:3]1[cH:4][c:5]([CH:9]([CH2:10][C:11](=[O:12])[O:13][CH3:14])[OH:15])[cH:6][cH:7][cH:8]1.[CH2:16]([Cl:17])[Cl:18]>>[C:1](#[N:2])[c:3]1[cH:4][c:5]([C:9]([CH2:10][C:11](=[O:12])[O:13][CH3:14])=[O:15])[cH:6][cH:7][cH:8]1.